describe an organic reaction: reactants, conditions, products, and yield From a dataset of the Open Reaction Database (ORD), a public repository of structured organic reaction records. As a reaction SMILES: [CH3:20][CH2:21][OH:22].[NH2:18][NH2:19].[n:1]1[cH:2][c:3]([O:7][c:8]2[cH:9][cH:10][c:11]([C:12](=[O:13])[O:14][CH3:15])[cH:16][cH:17]2)[cH:4][cH:5][cH:6]1>>[n:1]1[cH:2][c:3]([O:7][c:8]2[cH:9][cH:10][c:11]([C:12](=[O:13])[NH:18][NH2:19])[cH:16][cH:17]2)[cH:4][cH:5][cH:6]1. Starting materials: CCO, NN, COC(=O)c1ccc(Oc2cccnc2)cc1. The product is NNC(=O)c1ccc(Oc2cccnc2)cc1. Starting materials: ClC1=C(C=CC(=C1Cl)OC)C(=O)C1(CCCCC1)Br (1-Bromocyclohexyl 2,3-dichloro-4-methoxyphenyl ketone), [Cl-].[Li+] (lithium chloride), CN(C=O)C (dimethylformamide). The solvent is O (water). Yields the product ClC1=C(C=CC(=C1Cl)OC)C(=O)C1=CCCCC1 (1-Cyclohexenyl 2,3-dichloro-4-methoxyphenyl ketone). As a reaction SMILES: [Cl:1][C:2]1[C:7]([Cl:8])=[C:6]([O:9][CH3:10])[CH:5]=[CH:4][C:3]=1[C:11]([C:13]1(Br)[CH2:18][CH2:17][CH2:16][CH2:15][CH2:14]1)=[O:12].[Cl-].[Li+].CN(C)C=O>O>[Cl:1][C:2]1[C:7]([Cl:8])=[C:6]([O:9][CH3:10])[CH:5]=[CH:4][C:3]=1[C:11]([C:13]1[CH2:18][CH2:17][CH2:16][CH2:15][CH:14]=1)=[O:12] |f:1.2|. Reported procedure: 1-Bromocyclohexyl 2,3-dichloro-4-methoxyphenyl ketone (47.3 g., 0.13 mole), lithium chloride (16.5 g., 0.39 mole) and dimethylformamide (200 ml.) are heated at 90° C for 2 hours, then poured into water (1 l.) to give 36.5 g. of 1-cyclohexenyl 2,3-dichloro-4-methoxyphenyl ketone which melts at 126°-129° C. after drying at 60° C. under vacuum for 16 hours. Starting materials: [Cl-], COc1ccc(C(=O)OC2CCCC2)nc1Cl, [H-], [NH4+], [Na+], C1CCOC1, OC1CCCC1. Yields the product COc1ccc(C(=O)OC2CCCC2)nc1OC1CCCC1. RXN SMILES: [Cl-:26].[Cl:9][c:10]1[c:11]([O:24][CH3:25])[cH:12][cH:13][c:14]([C:16](=[O:17])[O:18][CH:19]2[CH2:20][CH2:21][CH2:22][CH2:23]2)[n:15]1.[H-:1].[NH4+:27].[Na+:2].[O:28]1[CH2:29][CH2:30][CH2:31][CH2:32]1.[OH:3][CH:4]1[CH2:5][CH2:6][CH2:7][CH2:8]1>>[O:3]([CH:4]1[CH2:5][CH2:6][CH2:7][CH2:8]1)[c:10]1[c:11]([O:24][CH3:25])[cH:12][cH:13][c:14]([C:16](=[O:17])[O:18][CH:19]2[CH2:20][CH2:21][CH2:22][CH2:23]2)[n:15]1.